Dataset: the Open Reaction Database (ORD), a public repository of structured organic reaction records. Task: describe an organic reaction: reactants, conditions, products, and yield Reactants: ClC1=NC(=C2N=C(N(C2=N1)C)CN1CC(OC(C1)C)C)N1CCOCC1 (4-((2-chloro-9-methyl-6-morpholino-9H-purin-8-yl)methyl)-2,6-dimethylmorpholine), C=1(C(=CC=CC1)N)N (benzene-1,2-diamine), C(C)(=O)O (acetic acid). Product: CC1CN(CC(O1)C)CC=1N(C2=NC(=NC(=C2N1)N1CCOCC1)N1C(=NC2=C1C=CC=C2)C)C (2,6-dimethyl-4-((9-methyl-2-(2-methyl-1H-benzo[d]imidazol-1-yl)-6-morpholino-9H-purin-8-yl)methyl)morpholine). As a reaction SMILES: Cl[C:2]1[N:10]=[C:9]2[C:5]([N:6]=[C:7]([CH2:12][N:13]3[CH2:18][CH:17]([CH3:19])[O:16][CH:15]([CH3:20])[CH2:14]3)[N:8]2[CH3:11])=[C:4]([N:21]2[CH2:26][CH2:25][O:24][CH2:23][CH2:22]2)[N:3]=1.[C:27]1([NH2:34])[C:28]([NH2:33])=[CH:29][CH:30]=[CH:31][CH:32]=1.[C:35](O)(=O)[CH3:36]>>[CH3:20][CH:15]1[O:16][CH:17]([CH3:19])[CH2:18][N:13]([CH2:12][C:7]2[N:8]([CH3:11])[C:9]3[C:5]([N:6]=2)=[C:4]([N:21]2[CH2:26][CH2:25][O:24][CH2:23][CH2:22]2)[N:3]=[C:2]([N:33]2[C:28]4[CH:29]=[CH:30][CH:31]=[CH:32][C:27]=4[N:34]=[C:35]2[CH3:36])[N:10]=3)[CH2:14]1. Procedure details: Following the procedures for 157 and General Procedure J, where in Step 1, 4-((2-chloro-9-methyl-6-morpholino-9H-purin-8-yl)methyl)-2,6-dimethylmorpholine and benzene-1,2-diamine were reacted, followed by condensation with acetic acid to give 194. LCMS m/z: 477.2 (MH+) Starting materials: [BH4-], C1CCOC1, COc1ccc(CN2CCc3cc(C(C)(C)C=O)ccc3C2=O)cc1, CCO, [Na+]. Yields the product COc1ccc(CN2CCc3cc(C(C)(C)CO)ccc3C2=O)cc1. RXN SMILES: [BH4-:29].[CH2:31]1[O:32][CH2:33][CH2:34][CH2:35]1.[CH3:1][O:2][c:3]1[cH:4][cH:5][c:6]([CH2:7][N:8]2[C:9](=[O:23])[c:10]3[cH:11][cH:12][c:13]([C:18]([CH:19]=[O:20])([CH3:21])[CH3:22])[cH:14][c:15]3[CH2:16][CH2:17]2)[cH:24][cH:25]1.[CH3:26][CH2:27][OH:28].[Na+:30]>>[CH3:1][O:2][c:3]1[cH:4][cH:5][c:6]([CH2:7][N:8]2[C:9](=[O:23])[c:10]3[cH:11][cH:12][c:13]([C:18]([CH2:19][OH:20])([CH3:21])[CH3:22])[cH:14][c:15]3[CH2:16][CH2:17]2)[cH:24][cH:25]1.